Dataset: the Open Reaction Database (ORD), a public repository of structured organic reaction records. Task: describe an organic reaction: reactants, conditions, products, and yield Starting materials: C(C)(C)(C)OC(=O)NCCCOC1=C(C(=O)NC2=C(C=C(C(=O)N(C3=C(C=C(C=C3)C)OCCCCCC(=O)N3CCN(CC3)C)C)C=C2)OCC(=O)O)C=CC=C1 (4-[2-[(3-tert-butoxycarbonylaminoprop-1-yl)oxy]benzoyl]amino-3-carboxymethoxy-N-methyl-N-[2-[5-(4-methylpiperazin-1-yl)carbonylpent-1-yloxy]-4-methylphenyl]benzamide), C[Si](C)(C)C=[N+]=[N-] (trimethylsilyldiazomethane). Solvent: CO (methanol). Conditions: time 30 minute. The product is C(C)(C)(C)OC(=O)NCCCOC1=C(C(=O)NC2=C(C=C(C(=O)N(C3=C(C=C(C=C3)C)OCCCCCC(=O)N3CCN(CC3)C)C)C=C2)OCC(=O)OC)C=CC=C1 (4-[2-[(3-tert-butoxycarbonylaminoprop-1-yl)oxy]benzoyl]amino-3-methoxycarbonylmethoxy-N-methyl-N-[2-[5-(4-methylpiperazin-1-yl)carbonylpent-1-yloxy]-4-methylphenyl]benzamide). As a reaction SMILES: [C:1]([O:5][C:6]([NH:8][CH2:9][CH2:10][CH2:11][O:12][C:13]1[CH:58]=[CH:57][CH:56]=[CH:55][C:14]=1[C:15]([NH:17][C:18]1[CH:49]=[CH:48][C:21]([C:22]([N:24]([CH3:47])[C:25]2[CH:30]=[CH:29][C:28]([CH3:31])=[CH:27][C:26]=2[O:32][CH2:33][CH2:34][CH2:35][CH2:36][CH2:37][C:38]([N:40]2[CH2:45][CH2:44][N:43]([CH3:46])[CH2:42][CH2:41]2)=[O:39])=[O:23])=[CH:20][C:19]=1[O:50][CH2:51][C:52]([OH:54])=[O:53])=[O:16])=[O:7])([CH3:4])([CH3:3])[CH3:2].[CH3:59][Si](C=[N+]=[N-])(C)C>CO>[C:1]([O:5][C:6]([NH:8][CH2:9][CH2:10][CH2:11][O:12][C:13]1[CH:58]=[CH:57][CH:56]=[CH:55][C:14]=1[C:15]([NH:17][C:18]1[CH:49]=[CH:48][C:21]([C:22]([N:24]([CH3:47])[C:25]2[CH:30]=[CH:29][C:28]([CH3:31])=[CH:27][C:26]=2[O:32][CH2:33][CH2:34][CH2:35][CH2:36][CH2:37][C:38]([N:40]2[CH2:45][CH2:44][N:43]([CH3:46])[CH2:42][CH2:41]2)=[O:39])=[O:23])=[CH:20][C:19]=1[O:50][CH2:51][C:52]([O:54][CH3:59])=[O:53])=[O:16])=[O:7])([CH3:4])([CH3:2])[CH3:3]. Procedure: To a solution of 4-[2-[(3-tert-butoxycarbonylaminoprop-1-yl)oxy]benzoyl]amino-3-carboxymethoxy-N-methyl-N-[2-[5-(4-methylpiperazin-1-yl)carbonylpent-1-yloxy]-4-methylphenyl]benzamide (128 mg) in methanol (5 ml) was added dropwise trimethylsilyldiazomethane (5 ml, 2.0M n-hexane solution) and stirred at ambient temperature for 30 minutes. The solution was concentrated in vacuo and the residue was purified by preparative thin layer silica gel chromatography (chloroform:methanol:28% aqueous ammonia ... Starting materials: COC(C(C1=CC=C(C=C1)OCCOC1=CC2=CC=CC=C2C=C1OCCO)=O)=O (4-[[2-[3-(2-hydroxyethoxy)-2-naphthalenyloxy]ethyl]oxy]-alphaoxobenzeneacetic acid methyl ester), [OH-].[Na+] (sodium hydroxide). Run in O (water), CO (methanol), O1CCCC1 (tetrahydrofuran). Product: OCCOC=1C(=CC2=CC=CC=C2C1)OCCOC1=CC=C(C=C1)C(C(=O)O)=O (4-[[2-[3-(2-hydroxyethoxy)-2-naphthalenyloxy]ethyl]oxy]-alpha-oxobenzeneacetic acid). Isolated yield 69.0%. As a reaction SMILES: C[O:2][C:3](=[O:30])[C:4](=[O:29])[C:5]1[CH:10]=[CH:9][C:8]([O:11][CH2:12][CH2:13][O:14][C:15]2[C:24]([O:25][CH2:26][CH2:27][OH:28])=[CH:23][C:22]3[C:17](=[CH:18][CH:19]=[CH:20][CH:21]=3)[CH:16]=2)=[CH:7][CH:6]=1.[OH-].[Na+]>CO.O1CCCC1.O>[OH:28][CH2:27][CH2:26][O:25][C:24]1[C:15]([O:14][CH2:13][CH2:12][O:11][C:8]2[CH:7]=[CH:6][C:5]([C:4](=[O:29])[C:3]([OH:30])=[O:2])=[CH:10][CH:9]=2)=[CH:16][C:17]2[C:22]([CH:23]=1)=[CH:21][CH:20]=[CH:19][CH:18]=2 |f:1.2|. Procedure: A mixture of 4-[[2-[3-(2-hydroxyethoxy)-2-naphthalenyloxy]ethyl]oxy]-alphaoxobenzeneacetic acid methyl ester (0.6 g) in hot methanol (10 mL) plus enough tetrahydrofuran to dissolve the solids, was treated with 1N sodium hydroxide (4 mL) and diluted with water. The organic solvent was removed under vacuum and the residue was mixed with water, acidified with excess 2 N hydrochloric acid, and extracted with dichloromethane-tetrahydrofuran. The organic layer was dried (Na2SO4), filtered, and evapora... Reactants: [C-]#N.[Na+] (NaCN), C1(=CC=CC=C1)C(N1CCC(CC1)CCl)C1=CC=CC=C1 (1-diphenylmethyl-4-chloromethyl-piperidine), C(=O)(O)[O-].[Na+] (NaHCO3). Run in CS(=O)C (dimethyl sulfoxide). Run at temperature 60 celsius. Yields the product C(#N)CC1CCN(CC1)C(C1=CC=CC=C1)C1=CC=CC=C1 (4-cyanomethyl-1-diphenylmethylpiperidine). Yield: 61.4%. RXN SMILES: [C-:1]#[N:2].[Na+].[C:4]1([CH:10]([C:19]2[CH:24]=[CH:23][CH:22]=[CH:21][CH:20]=2)[N:11]2[CH2:16][CH2:15][CH:14]([CH2:17]Cl)[CH2:13][CH2:12]2)[CH:9]=[CH:8][CH:7]=[CH:6][CH:5]=1.C([O-])(O)=O.[Na+]>CS(C)=O>[C:1]([CH2:17][CH:14]1[CH2:15][CH2:16][N:11]([CH:10]([C:19]2[CH:24]=[CH:23][CH:22]=[CH:21][CH:20]=2)[C:4]2[CH:9]=[CH:8][CH:7]=[CH:6][CH:5]=2)[CH2:12][CH2:13]1)#[N:2] |f:0.1,3.4|. Procedure: Step 3): NaCN (2.5 g, 51 mmol) was added to a solution of 1-diphenylmethyl-4-chloromethyl-piperidine (8.9 g, 29.7 mmol) in dimethyl sulfoxide (DMSO) (100 ml). The mixture was heated at 60° C. for 20 hours and then poured into 3% NaHCO3 solution and extracted with ethyl acetate. The organic layer was dried (MgSO4) and concentrated. The residue was purified by column chromatography on silica gel (10% ethyl acetate in hexane) to give 4-cyanomethyl-1-diphenylmethylpiperidine (61.4%): mp 103°-104° C.... Reactants: [Ba+2], CC(C)(C)OC(=O)N1CCC2C(C1)c1cc(Br)cc3c1N2CC3, COCCOC, COc1ccc(B(O)O)c(C=O)c1, [OH-], [OH-], O, O, O, O, O, O, O, O, O, c1ccc(P(c2ccccc2)(c2ccccc2)[Pd](P(c2ccccc2)(c2ccccc2)c2ccccc2)(P(c2ccccc2)(c2ccccc2)c2ccccc2)P(c2ccccc2)(c2ccccc2)c2ccccc2)cc1. Yields the product COc1ccc(-c2cc3c4c(c2)C2CN(C(=O)OC(C)(C)C)CCC2N4CC3)c(C=O)c1. RXN SMILES: [Ba+2:46].[C:1]([CH3:2])([CH3:3])([CH3:4])[O:5][C:6](=[O:7])[N:8]1[CH2:9][CH:10]2[CH:11]([N:12]3[c:13]4[c:14]([cH:15][c:16]([Br:19])[cH:17][c:18]42)[CH2:20][CH2:21]3)[CH2:22][CH2:23]1.[CH3:48][O:49][CH2:50][CH2:51][O:52][CH3:53].[CH:24](=[O:25])[c:26]1[c:27]([B:34]([OH:35])[OH:36])[cH:28][cH:29][c:30]([O:32][CH3:33])[cH:31]1.[OH-:45].[OH-:47].[OH2:37].[OH2:38].[OH2:39].[OH2:40].[OH2:41].[OH2:42].[OH2:43].[OH2:44].[OH2:54].[cH:55]1[cH:56][cH:57][c:58]([P:59]([Pd:60]([P:61]([c:62]2[cH:63][cH:64][cH:65][cH:66][cH:67]2)([c:68]2[cH:69][cH:70][cH:71][cH:72][cH:73]2)[c:74]2[cH:75][cH:76][cH:77][cH:78][cH:79]2)([P:80]([c:81]2[cH:82][cH:83][cH:84][cH:85][cH:86]2)([c:87]2[cH:88][cH:89][cH:90][cH:91][cH:92]2)[c:93]2[cH:94][cH:95][cH:96][cH:97][cH:98]2)[P:99]([c:100]2[cH:101][cH:102][cH:103][cH:104][cH:105]2)([c:106]2[cH:107][cH:108][cH:109][cH:110][cH:111]2)[c:112]2[cH:113][cH:114][cH:115][cH:116][cH:117]2)([c:118]2[cH:119][cH:120][cH:121][cH:122][cH:123]2)[c:124]2[cH:125][cH:126][cH:127][cH:128][cH:129]2)[cH:130][cH:131]1>>[C:1]([CH3:2])([CH3:3])([CH3:4])[O:5][C:6](=[O:7])[N:8]1[CH2:9][CH:10]2[CH:11]([N:12]3[c:13]4[c:14]([cH:15][c:16](-[c:27]5[c:26]([CH:24]=[O:25])[cH:31][c:30]([O:32][CH3:33])[cH:29][cH:28]5)[cH:17][c:18]42)[CH2:20][CH2:21]3)[CH2:22][CH2:23]1. Starting materials: [OH-].[Na+] (Sodium hydroxide), BrC1=C(OC2=C1C=C(C=C2)CN2C(=NC(=C2C(=O)O)Cl)CCCC)C2=C(C=CC=C2)C(=O)OCC (1-[[3-Bromo-2-[2-(ethoxycarbonyl)phenyl]-5-benzofuranyl]methyl]-2-butyl-4-chloro-1H-imidazole-5-carboxylic acid). Solvent: O (water), C(C)O (ethanol). Yields the product BrC1=C(OC2=C1C=C(C=C2)CN2C(=NC(=C2C(=O)O)Cl)CCCC)C2=C(C=CC=C2)C(=O)O (1-[[3-Bromo-2-(2-carboxyphenyl)-5-benzofuranyl]methyl]2-butyl-4-chloro-1H -imidazole-5-carboxylic acid). As a reaction SMILES: [OH-].[Na+].[Br:3][C:4]1[C:8]2[CH:9]=[C:10]([CH2:13][N:14]3[C:18]([C:19]([OH:21])=[O:20])=[C:17]([Cl:22])[N:16]=[C:15]3[CH2:23][CH2:24][CH2:25][CH3:26])[CH:11]=[CH:12][C:7]=2[O:6][C:5]=1[C:27]1[CH:32]=[CH:31][CH:30]=[CH:29][C:28]=1[C:33]([O:35]CC)=[O:34]>O.C(O)C>[Br:3][C:4]1[C:8]2[CH:9]=[C:10]([CH2:13][N:14]3[C:18]([C:19]([OH:21])=[O:20])=[C:17]([Cl:22])[N:16]=[C:15]3[CH2:23][CH2:24][CH2:25][CH3:26])[CH:11]=[CH:12][C:7]=2[O:6][C:5]=1[C:27]1[CH:32]=[CH:31][CH:30]=[CH:29][C:28]=1[C:33]([OH:35])=[O:34] |f:0.1|. Reported procedure: Sodium hydroxide (89 mg) in water (0.2 ml) was added to a suspension of the product of Example 51 (0.5 g) in ethanol (5 ml). The solution was heated under reflux for 16 h, cooled, then evaporated in vacuo. The residue was dissolved in water (5 ml), and HCl (2N; 1 ml) was added dropwise resulting in the precipitation of the title compound which was filtered off, washed with water (2×5 ml) and dried to give the title compound as a colourless solid (391 mg). m.p. 148°-152° C. Starting materials: BrC=1C=C2C=C(NC2=CC1)C(=O)O (5-Bromo-1H-indole-2-carboxylic acid), Cl (HCl), CO (methanol). Product: BrC=1C=C2C=C(NC2=CC1)C(=O)OC (Methyl 5-bromo-1H-indole-2-carboxylate). Reaction SMILES: [Br:1][C:2]1[CH:3]=[C:4]2[C:8](=[CH:9][CH:10]=1)[NH:7][C:6]([C:11]([OH:13])=[O:12])=[CH:5]2.Cl.[CH3:15]O>>[Br:1][C:2]1[CH:3]=[C:4]2[C:8](=[CH:9][CH:10]=1)[NH:7][C:6]([C:11]([O:13][CH3:15])=[O:12])=[CH:5]2. Procedure: A solution of 5-Bromo-1H-indole-2-carboxylic acid (commercial, 10.0 g, 41.6 mmol) in methanol (200 ml) was cooled to 0° C. and saturated with HCl (g). The resulting solution was allowed to warm gradually to room temperature overnight. The solvent was removed in vacuo and the residue treated with 0.88 ammonia (500 ml). The resulting solution was extracted with dichloromethane (3-fold 150 ml) and the combined organics dried (magnesium sulphate) and the solvent removed in vacuo to give the required... Reactants: S1C=NC(=C1)C(=O)O (4-thiazolecarboxylic acid), N,N'-carbonyldiimidazole, NC1=NC2=NC(=CC=C2C=C1)Cl (2-amino-7-chloro-1,8-naphthyridine). Run in O (water). The product is ClC1=CC=C2C=CC(=NC2=N1)NC(=O)C=1N=CSC1 (N-(7-Chloro-1,8-naphthyridin-2-yl)-4-thiazolecarboxamide). Isolated yield 77.2%. RXN SMILES: [S:1]1[CH:5]=[C:4]([C:6]([OH:8])=O)[N:3]=[CH:2]1.[NH2:9][C:10]1[CH:19]=[CH:18][C:17]2[C:12](=[N:13][C:14]([Cl:20])=[CH:15][CH:16]=2)[N:11]=1>O>[Cl:20][C:14]1[N:13]=[C:12]2[C:17]([CH:18]=[CH:19][C:10]([NH:9][C:6]([C:4]3[N:3]=[CH:2][S:1][CH:5]=3)=[O:8])=[N:11]2)=[CH:16][CH:15]=1. Procedure: The procedure is similar to that described in Example 2, but starting with 4-thiazolecarboxylic acid (4.8 g), N,N'-carbonyldiimidazole (7.5 g) and 2-amino-7-chloro-1,8-naphthyridine (4.8 g). The product obtained by precipitation in water is purified by recrystallization in dimethylformamide (350 cc). N-(7-Chloro-1,8-naphthyridin-2-yl)-4-thiazolecarboxamide (6 g), m.p. 325° C., is thereby obtained. Reactants: CNC (dimethylamine), OC(C1=CC=CC=C1)C1=C(C=CC(=C1)Cl)N1N=C(N=C1CCl)C(=O)N (1-[2-(α-hydroxybenzyl)-4-chlorophenyl]-5-(chloromethyl)-1H-1,2,4-triazole-3-carboxamide), [I-].[Na+] (sodium iodide). Solvent: CO (methanol), CCOCC (ether). Product: OC(C1=CC=CC=C1)C1=C(C=CC(=C1)Cl)N1N=C(N=C1CN(C)C)C(=O)N (1-[2-(α-hydroxybenzyl)-4-chlorophenyl]-5-[(dimethylamino)-methyl] -1H-1,2,4-triazole-3-carboxamide). Reaction SMILES: [CH3:1][NH:2][CH3:3].[OH:4][CH:5]([C:12]1[CH:17]=[C:16]([Cl:18])[CH:15]=[CH:14][C:13]=1[N:19]1[C:23]([CH2:24]Cl)=[N:22][C:21]([C:26]([NH2:28])=[O:27])=[N:20]1)[C:6]1[CH:11]=[CH:10][CH:9]=[CH:8][CH:7]=1.[I-].[Na+]>CO.CCOCC>[OH:4][CH:5]([C:12]1[CH:17]=[C:16]([Cl:18])[CH:15]=[CH:14][C:13]=1[N:19]1[C:23]([CH2:24][N:2]([CH3:3])[CH3:1])=[N:22][C:21]([C:26]([NH2:28])=[O:27])=[N:20]1)[C:6]1[CH:11]=[CH:10][CH:9]=[CH:8][CH:7]=1 |f:2.3|. Reported procedure: 6.8 ml of 33% ethanolic dimethylamine solution is added to a solution of 5.6 g (about 0.015 mole) of 1-[2-(α-hydroxybenzyl)-4-chlorophenyl]-5-(chloromethyl)-1H-1,2,4-triazole-3-carboxamide and 0.225 g of sodium iodide in 80 ml of methanol, and the whole is refluxed for 5 hours with stirring. The reaction mixture is thereupon concentrated in vacuo. Water and saturated sodium carbonate solution are added to the residue until the pH-value has reached 10, and extraction is performed twice with ethyl... Reactants: O([Si](C)(C)C(C)(C)C)C[C@@H]1O[C@@H](OC[C@H]1O)C ((2R,4S,5R)-4-t-butyldimethylsiloxymethyl-5-hydroxy-2-methyl-1,3-dioxane), N1=CC=CC=C1 (pyridine), FC(C(=O)O)(F)F (trifluoroacetic acid), C1(CCCCC1)N=C=NC1CCCCC1 (N,N'-dicyclohexylcarbodiimide). Run in C1=CC=CC=C1 (benzene), CS(=O)C (dimethylsulfoxide), O (water), C(C)(=O)OCC (ethyl acetate). Conditions: time 3 hour. The product is O([Si](C)(C)C(C)(C)C)C[C@@H]1O[C@@H](OCC1=O)C ((2R,4S) 4 t-butyldimethylsiloxymethyl-2-methyl-1,3-dioxan-5-one). The yield is 77.3%. RXN SMILES: [O:1]([CH2:9][C@H:10]1[C@H:15]([OH:16])[CH2:14][O:13][C@@H:12]([CH3:17])[O:11]1)[Si:2]([C:5]([CH3:8])([CH3:7])[CH3:6])([CH3:4])[CH3:3].N1C=CC=CC=1.FC(F)(F)C(O)=O.C1(N=C=NC2CCCCC2)CCCCC1>C1C=CC=CC=1.CS(C)=O.O.C(OCC)(=O)C>[O:1]([CH2:9][C@H:10]1[C:15](=[O:16])[CH2:14][O:13][C@@H:12]([CH3:17])[O:11]1)[Si:2]([C:5]([CH3:8])([CH3:6])[CH3:7])([CH3:4])[CH3:3]. Reported procedure: A solution of (2R,4S,5R)-4-t-butyldimethylsiloxymethyl-5-hydroxy-2-methyl-1,3-dioxane (4.2 g) in a mixture of benzene (30 ml) and dimethylsulfoxide (5.7 ml) were added pyridine (1.30 ml), trifluoroacetic acid (0.62 ml) and N,N'-dicyclohexylcarbodiimide (9.90 g) under cooling in an ice bath and the mixture was stirred at room temperature for 3 hours. The resulting solution were added ethyl acetate (50 ml) and water (30 ml) and stirred for 30 minutes. After removal of insoluble urea by filtration,... The reactants are C(C)(C)(C)OC(N[C@H]([C@H](CCC)O)CN(CC1=C(C=C(C=C1)C)C)C(=O)OCC1=CC=CC=C1)=O ((1S,2S)-(1-{[benzyloxycarbonyl-(2,4-dimethyl-benzyl)-amino]-methyl}-2-hydroxy-pentyl)-carbamic acid tert-butyl ester). Reagents/catalysts: [Pd] (Pd/C). The solvent is CO (MeOH). Reaction conditions: time 12 hour. Product: N[C@@H](CNCC1=C(C=C(C=C1)C)C)[C@H](CCC)O ((2S,3S)-2-amino-1-(2,4-dimethyl-benzylamino)-hexan-3-ol). The yield is 106.8%. RXN SMILES: C(OC(=O)[NH:7][C@@H:8]([CH2:14][N:15](C(OCC1C=CC=CC=1)=O)[CH2:16][C:17]1[CH:22]=[CH:21][C:20]([CH3:23])=[CH:19][C:18]=1[CH3:24])[C@@H:9]([OH:13])[CH2:10][CH2:11][CH3:12])(C)(C)C>CO.[Pd]>[NH2:7][C@H:8]([C@@H:9]([OH:13])[CH2:10][CH2:11][CH3:12])[CH2:14][NH:15][CH2:16][C:17]1[CH:22]=[CH:21][C:20]([CH3:23])=[CH:19][C:18]=1[CH3:24]. Procedure details: A solution of (1S,2S)-(1-{[benzyloxycarbonyl-(2,4-dimethyl-benzyl)-amino]-methyl}-2-hydroxy-pentyl)-carbamic acid tert-butyl ester (600 mg, 1.2 mmol, see procedure 12a) in MeOH was charged with 5% Pd/C, Degussa style (120 mg), stirred under H2 (1 atm) for 12 h at RT, filtered, and concentrated in vacuo. The residue was dissolved in methylene chloride (6 mL) and the resultant solution was charged with trifluoroacetic acid (6 mL). The mixture was stirred for 3 h at RT and concentrated in vacuo. Th...